This data is from the Open Reaction Database (ORD), a public repository of structured organic reaction records. The task is: describe an organic reaction: reactants, conditions, products, and yield Starting materials: Cl (hydrochloride), Cl.Cl.C[C@H](CN1CCC(=CC1)C=1SC=CC1)N(C(=O)C1CCCCC1)C1=NC=CC=C1 (cyclohexanecarboxylic acid (R)-[1-methyl-2-(4-thiophen-2-yl-3,6-dihydro-2H-pyrid-1-yl)-ethyl]-(pyrid-2-yl)-amide dihydrochloride), ClC1=CC(=CC=C1)C(=O)OO (meta-chloroperbenzoic acid). Yields the product C[C@H](CN1CCC(=CC1)C=1S(C=CC1)=O)N(C(=O)C1CCCCC1)C1=NC=CC=C1 (Cyclohexanecarboxylic acid (R)-{1-methyl-2[4-(1-oxo-thiophen-2-yl)1,2,3,6-tetrahydropyrid-1-yl]-ethyl}-(pyrid-2-yl)-amide). Yield: 45.7%. As a reaction SMILES: Cl.Cl.[CH3:3][C@@H:4]([N:17]([C:26]1[CH:31]=[CH:30][CH:29]=[CH:28][N:27]=1)[C:18]([CH:20]1[CH2:25][CH2:24][CH2:23][CH2:22][CH2:21]1)=[O:19])[CH2:5][N:6]1[CH2:11][CH:10]=[C:9]([C:12]2[S:13][CH:14]=[CH:15][CH:16]=2)[CH2:8][CH2:7]1.ClC1C=CC=C(C(OO)=[O:40])C=1.Cl>>[CH3:3][C@@H:4]([N:17]([C:26]1[CH:31]=[CH:30][CH:29]=[CH:28][N:27]=1)[C:18]([CH:20]1[CH2:25][CH2:24][CH2:23][CH2:22][CH2:21]1)=[O:19])[CH2:5][N:6]1[CH2:7][CH:8]=[C:9]([C:12]2[S:13](=[O:40])[CH:14]=[CH:15][CH:16]=2)[CH2:10][CH2:11]1 |f:0.1.2|. Procedure details: The title compound was prepared from cyclohexanecarboxylic acid (R)-[1-methyl-2-(4-thiophen-2-yl-3,6-dihydro-2H-pyrid-1-yl)-ethyl]-(pyrid-2-yl)-amide dihydrochloride (1.5 g, 3.6 mmol) and meta-chloroperbenzoic acid (0.632 g, 3.6 mmol) to yield 0.7 g of the title compound as the 1.8 hydrochloride, m.p. 109°-11° C.